Task: describe an organic reaction: reactants, conditions, products, and yield. Dataset: the Open Reaction Database (ORD), a public repository of structured organic reaction records The reactants are NC1=C2C(C(=CN(C2=C(C(=C1F)F)F)C1CC1)C(=O)O)=O (5-amino-1-cyclopropyl-6,7,8-trifluoro-1,4-dihydro-4-oxo-quinoline-3-carboxylic acid), Cl.O[C@@H]1CNC[C@H]1N1N=NC=C1 (trans-3-hydroxy-4-(1,2,3-triazol-1-yl)-pyrrolidine hydrochloride), N1(NCCCCCCCCC1)C1CCCCCCCCCC1 (diazabicycloundecane). Solvent: N1=CC=CC=C1 (pyridine). Reaction conditions: temperature 110 celsius. Yields the product NC1=C2C(C(=CN(C2=C(C(=C1F)N1C[C@H]([C@@H](C1)N1N=NC=C1)O)F)C1CC1)C(=O)O)=O (5-Amino-7-[trans-3-hydroxy-4-(1,2,3-triazol-1-yl) pyrrolidin-1-yl]-1-cyclopropyl-6,8-difluoro-1,4-dihydro-4-oxo-quinoline-3-carboxylic acid). As a reaction SMILES: [NH2:1][C:2]1[C:11]([F:12])=[C:10](F)[C:9]([F:14])=[C:8]2[C:3]=1[C:4](=[O:21])[C:5]([C:18]([OH:20])=[O:19])=[CH:6][N:7]2[CH:15]1[CH2:17][CH2:16]1.Cl.[OH:23][C@H:24]1[C@H:28]([N:29]2[CH:33]=[CH:32][N:31]=[N:30]2)[CH2:27][NH:26][CH2:25]1.N1(C2CCCCCCCCCC2)CCCCCCCCCN1>N1C=CC=CC=1>[NH2:1][C:2]1[C:11]([F:12])=[C:10]([N:26]2[CH2:27][C@@H:28]([N:29]3[CH:33]=[CH:32][N:31]=[N:30]3)[C@H:24]([OH:23])[CH2:25]2)[C:9]([F:14])=[C:8]2[C:3]=1[C:4](=[O:21])[C:5]([C:18]([OH:20])=[O:19])=[CH:6][N:7]2[CH:15]1[CH2:16][CH2:17]1 |f:1.2|. Procedure: A mixture of 5-amino-1-cyclopropyl-6,7,8-trifluoro-1,4-dihydro-4-oxo-quinoline-3-carboxylic acid (63 mg, 0.21 mmol), trans-3-hydroxy-4-(1,2,3-triazol-1-yl)-pyrrolidine hydrochloride (100 mg, 0.52 mmol) and diazabicycloundecane (79 mg, 0.52 mmol) in pyridine was heated at 110° C. for 20 h. The reaction mixture was concentrated and the residue was triturated with water. The separated solid was filtered, washed with water and acetonitrile and dried under vacuum at 40° C. Yield: 35 mg (40%), m.p. 26... The product is C(C)O[Si]1(CC(CC1)S)C (1-Ethoxy-1-Methyl-3-Mercaptosilacyclopentane). Starting materials: Cl[Si]1(CC(CC1)S)C (1-chloro-1-methyl-3-mercaptosilacyclopentane), C(C)O (ethanol). Procedure: To a 0.5 liter 3-neck round-bottom glass flask was charged 16.7 grams (0.10 moles) of 1-chloro-1-methyl-3-mercaptosilacyclopentane and 0.225 liters of ethanol and 10 grams of triethylamine. The mixture was stirred and refluxed for 16-20 hours. The solvent was removed at 50-75 C./10-50 mm and nitrogen bubbled through the liquid residue at 25 C. for an additional 16-20 hours. After standing for two more days at about 25° C., the mixture was filtered to give 12.4 grams of a liquid product analyzed ... Reaction SMILES: Cl[Si:2]1([CH3:8])[CH2:6][CH2:5][CH:4]([SH:7])[CH2:3]1.[CH2:9]([OH:11])[CH3:10]>C(N(CC)CC)C>[CH2:9]([O:11][Si:2]1([CH3:8])[CH2:6][CH2:5][CH:4]([SH:7])[CH2:3]1)[CH3:10]. Run at time 18 hour. Run in C(C)N(CC)CC (triethylamine). Reactants: C1=C(C=CC2=CC=CC=C12)C=1C=C(C=CC1)NC1=NC=CC=C1[N+](=O)[O-] (2-[3-(2-naphthyl)phenylamino]-3-nitropyridine), C(C)(=O)O (acetic acid). Reagents/catalysts: [Fe] (iron). The solvent is C(C)O (ethanol), C(Cl)(Cl)Cl (chloroform). Product: C1=C(C=CC2=CC=CC=C12)C=1C=C(C=CC1)NC1=NC=CC=C1N (2-[3-(2-naphthyl)phenylamino]-3-aminopyridine). Yield: 43.9%. Reaction SMILES: [CH:1]1[C:10]2[C:5](=[CH:6][CH:7]=[CH:8][CH:9]=2)[CH:4]=[CH:3][C:2]=1[C:11]1[CH:12]=[C:13]([NH:17][C:18]2[C:23]([N+:24]([O-])=O)=[CH:22][CH:21]=[CH:20][N:19]=2)[CH:14]=[CH:15][CH:16]=1.C(O)(=O)C>C(O)C.C(Cl)(Cl)Cl.[Fe]>[CH:1]1[C:10]2[C:5](=[CH:6][CH:7]=[CH:8][CH:9]=2)[CH:4]=[CH:3][C:2]=1[C:11]1[CH:12]=[C:13]([NH:17][C:18]2[C:23]([NH2:24])=[CH:22][CH:21]=[CH:20][N:19]=2)[CH:14]=[CH:15][CH:16]=1. Procedure: A mixture of 2-[3-(2-naphthyl)phenylamino]-3-nitropyridine (3.0 g), iron (2.46 g) and acetic acid (5.28 g) in ethanol (14 ml) was stirred under reflux for 6 hours. The reaction mixture was diluted with chloroform, filtered and treated with saturated sodium bicarbonate solution. The chloroform layer was separated, dried, evaporated and chromatographed on silica gel to give 2-[3-(2-naphthyl)phenylamino]-3-aminopyridine (1.2 g, 43.9%). The reactants are CCOC(=O)CBr, CCOC(=O)CCCc1c[nH]c2c(Br)cccc12. Product: CCOC(=O)CCCc1cn(CC(=O)OCC)c2c(Br)cccc12. RXN SMILES: [Br:19][CH2:20][C:21](=[O:22])[O:23][CH2:24][CH3:25].[Br:1][c:2]1[cH:3][cH:4][cH:5][c:6]2[c:7]([CH2:11][CH2:12][CH2:13][C:14](=[O:15])[O:16][CH2:17][CH3:18])[cH:8][nH:9][c:10]12>>[Br:1][c:2]1[cH:3][cH:4][cH:5][c:6]2[c:7]([CH2:11][CH2:12][CH2:13][C:14](=[O:15])[O:16][CH2:17][CH3:18])[cH:8][n:9]([CH2:20][C:21](=[O:22])[O:23][CH2:24][CH3:25])[c:10]12. The reactants are C(C)(C)(C)OC(=O)N[C@H]1C(N(C2=C(CC1)C=CC=C2)CC2=CC=C(C=C2)C2=C(C=CC=C2)CN)=O (3(R)-t-butoxycarbonylamino-2,3,4,5-tetrahydro-1-[[2'-aminomethyl[1,1'-biphenyl]-4-yl]methyl]-1H-benzazepin-2-one), C(C)(=O)OCC (ethyl acetate), C(C1=CC=CC=C1)OC(=O)ON1C(CCC1=O)=O (N-(benzyloxycarbonyloxy)succinimide), ON1N=NC2=C1C=CC=C2 (N-hydroxybenzotriazole). The reagents and catalysts are C(C)N(CC)CC (triethylamine). Run in C(Cl)Cl (methylene chloride). Conditions: time 1 hour. The product is C(C)(C)(C)OC(=O)N[C@H]1C(N(C2=C(CC1)C=CC=C2)CC2=CC=C(C=C2)C2=C(C=CC=C2)CNC(=O)OCC2=CC=CC=C2)=O (3(R)-t-Butoxycarbonylamino-2,3,4,5-tetrahydro-1-[[2'-[[(benzyloxycarbonyl)amino]methyl][1,1'-biphenyl]-4-yl]methyl]-1H-benzazepin-2-one). Yield: 78.6%. RXN SMILES: [C:1]([O:5][C:6]([NH:8][C@@H:9]1[CH2:15][CH2:14][C:13]2[CH:16]=[CH:17][CH:18]=[CH:19][C:12]=2[N:11]([CH2:20][C:21]2[CH:26]=[CH:25][C:24]([C:27]3[CH:32]=[CH:31][CH:30]=[CH:29][C:28]=3[CH2:33][NH2:34])=[CH:23][CH:22]=2)[C:10]1=[O:35])=[O:7])([CH3:4])([CH3:3])[CH3:2].[CH2:36]([O:43][C:44](ON1C(=O)CCC1=O)=[O:45])[C:37]1[CH:42]=[CH:41][CH:40]=[CH:39][CH:38]=1.ON1C2C=CC=CC=2N=N1.C(OCC)(=O)C>C(Cl)Cl.C(N(CC)CC)C>[C:1]([O:5][C:6]([NH:8][C@@H:9]1[CH2:15][CH2:14][C:13]2[CH:16]=[CH:17][CH:18]=[CH:19][C:12]=2[N:11]([CH2:20][C:21]2[CH:22]=[CH:23][C:24]([C:27]3[CH:32]=[CH:31][CH:30]=[CH:29][C:28]=3[CH2:33][NH:34][C:44]([O:43][CH2:36][C:37]3[CH:42]=[CH:41][CH:40]=[CH:39][CH:38]=3)=[O:45])=[CH:25][CH:26]=2)[C:10]1=[O:35])=[O:7])([CH3:4])([CH3:2])[CH3:3]. Reported procedure: A solution of 64 mg (0.14 mmol) of 3(R)-t-butoxycarbonylamino-2,3,4,5-tetrahydro-1-[[2'-aminomethyl[1,1'-biphenyl]-4-yl]methyl]-1H-benzazepin-2-one (Example 59, Step C) in 1 mL of methylene chloride at room temperature was treated with 1 drop of triethylamine followed by 36 mg (0.14 mmol, 1 eq.) of N-(benzyloxycarbonyloxy)succinimide and 5 mg of N-hydroxybenzotriazole. The mixture was stirred at room temperature for 1 hour then added to 10 mL of ethyl acetate and washed with 5% aqueous citric ac... Starting materials: CC(=O)OC(C)=O, CCc1cc(N)c(C=O)c(CC)n1, c1ccncc1. Product: CCc1cc(NC(C)=O)c(C=O)c(CC)n1. Reaction SMILES: [CH3:14][C:15](=[O:16])[O:17][C:18](=[O:19])[CH3:20].[NH2:1][c:2]1[c:3]([CH:12]=[O:13])[c:4]([CH2:10][CH3:11])[n:5][c:6]([CH2:8][CH3:9])[cH:7]1.[cH:21]1[cH:22][cH:23][n:24][cH:25][cH:26]1>>[NH:1]([c:2]1[c:3]([CH:12]=[O:13])[c:4]([CH2:10][CH3:11])[n:5][c:6]([CH2:8][CH3:9])[cH:7]1)[C:15]([CH3:14])=[O:16]. Reactants: BrC1=CC=C(C=C1)CC(=O)C (1-(4-bromophenyl)acetone), [BH4-].[Na+] (Sodium tetrahydroborate), N (ammonia), A19028. The reagents and catalysts are CC([O-])C.CC([O-])C.CC([O-])C.CC([O-])C.[Ti+4] (titanium tetraisopropoxide). Solvent: C(C)O (ethanol). Conditions: time 8 hour. The product is BrC1=CC=C(C=C1)CC(C)N (1-(4-bromophenyl)propan-2-amine). RXN SMILES: [NH3:1].[Br:2][C:3]1[CH:8]=[CH:7][C:6]([CH2:9][C:10]([CH3:12])=O)=[CH:5][CH:4]=1.[BH4-].[Na+]>C(O)C.CC(C)[O-].CC(C)[O-].CC(C)[O-].CC(C)[O-].[Ti+4]>[Br:2][C:3]1[CH:8]=[CH:7][C:6]([CH2:9][CH:10]([NH2:1])[CH3:12])=[CH:5][CH:4]=1 |f:2.3,5.6.7.8.9|. Reported procedure: To a mixture of 2.0 M of ammonia in ethanol (117 mL, 235 mmol, Aldrich, Cat. No. 392685) and titanium tetraisopropoxide (27.7 mL, 93.9 mmol, Aldrich, Cat. No. 377996) was added 1-(4-bromophenyl)acetone (10.0 g, 46.9 mmol, Alfa Aesar, Cat. No. A19028). The reaction mixture was stirred at r.t. under nitrogen overnight. Sodium tetrahydroborate (2.66 g, 70.4 mmol) was added. The mixture was stirred at r.t. for additional 3 h. The reaction mixture was quenched with 2M ammonia in water, and filtered. ...